From a dataset of the Open Reaction Database (ORD), a public repository of structured organic reaction records. describe an organic reaction: reactants, conditions, products, and yield The reactants are CCNCC, Cc1ccc(N(CC(=O)O)S(=O)(=O)c2ncccc2C)cc1. Yields the product CCN(CC)C(=O)CN(c1ccc(C)cc1)S(=O)(=O)c1ncccc1C. As a reaction SMILES: [CH2:23]([CH3:24])[NH:25][CH2:26][CH3:27].[CH3:1][c:2]1[c:3]([S:8](=[O:9])(=[O:10])[N:11]([c:12]2[cH:13][cH:14][c:15]([CH3:18])[cH:16][cH:17]2)[CH2:19][C:20](=[O:21])[OH:22])[n:4][cH:5][cH:6][cH:7]1>>[CH3:1][c:2]1[c:3]([S:8](=[O:9])(=[O:10])[N:11]([c:12]2[cH:13][cH:14][c:15]([CH3:18])[cH:16][cH:17]2)[CH2:19][C:20](=[O:21])[N:25]([CH2:23][CH3:24])[CH2:26][CH3:27])[n:4][cH:5][cH:6][cH:7]1. The reactants are N1(CCNCC1)C(=O)OC(C)(C)C (tert-butyl piperazine-1-carboxylate), ClC1=NC=CC=C1C(F)(F)F (2-chloro-3-trifluoromethyl pyridine), C(C)(C)N(CC)C(C)C (diisopropylethylamine). Run in CN(C)C=O (DMF). The product is C(C)(C)(C)OC(=O)N1CCN(CC1)C1=NC=CC=C1C(F)(F)F (4-(3-trifluoromethyl-pyridin-2-yl)-piperazine-1-carboxylic acid tert-butyl ester). Yield: 33.9%. As a reaction SMILES: [N:1]1([C:7]([O:9][C:10]([CH3:13])([CH3:12])[CH3:11])=[O:8])[CH2:6][CH2:5][NH:4][CH2:3][CH2:2]1.Cl[C:15]1[C:20]([C:21]([F:24])([F:23])[F:22])=[CH:19][CH:18]=[CH:17][N:16]=1.C(N(C(C)C)CC)(C)C>CN(C=O)C>[C:10]([O:9][C:7]([N:1]1[CH2:6][CH2:5][N:4]([C:15]2[C:20]([C:21]([F:24])([F:23])[F:22])=[CH:19][CH:18]=[CH:17][N:16]=2)[CH2:3][CH2:2]1)=[O:8])([CH3:13])([CH3:12])[CH3:11]. Reported procedure: tert-butyl piperazine-1-carboxylate (3.0 g, 16.11 mmol) and 2-chloro-3-trifluoromethyl pyridine (2.93 g, 16.11 mmol) charged to a microwave vial was added with diisopropylethylamine (7.05 mL, 40.28 mmol) and DMF (1.0 mL). The reaction mixture was subject to microwave irradiation at 160° C. for 30 minutes. The reaction mixture was partitioned between EtOAc and water, organic layer washed with brine and dried over Na2SO4. The crude product obtained by solvent evaporation was purified via flash col... The reactants are Nc1cccc(Br)c1, COC(C)O, Clc1ncnc2cc3ccccc3cc12. Yields the product Cl, Brc1cccc(Nc2ncnc3cc4ccccc4cc23)c1. Reaction SMILES: [Br:16][c:17]1[cH:18][c:19]([NH2:20])[cH:21][cH:22][cH:23]1.[CH3:24][O:25][CH:26]([OH:27])[CH3:28].[Cl:1][c:2]1[n:3][cH:4][n:5][c:6]2[cH:7][c:8]3[c:9]([cH:10][c:11]12)[cH:12][cH:13][cH:14][cH:15]3>>[ClH:1].[c:2]1([NH:20][c:19]2[cH:18][c:17]([Br:16])[cH:23][cH:22][cH:21]2)[n:3][cH:4][n:5][c:6]2[cH:7][c:8]3[c:9]([cH:10][c:11]12)[cH:12][cH:13][cH:14][cH:15]3. Starting materials: BrCCCCCOC1CCCCO1, CCBr, CC=CC(=O)OC(C)CC, [Cl-], [Cl-], I, [Mg], [NH4+], C1CCOC1. The product is CCC(C)OC(=O)CC(C)CCCCCOC1CCCCO1. RXN SMILES: [Br:2][CH2:3][CH2:4][CH2:5][CH2:6][CH2:7][O:8][CH:9]1[O:10][CH2:11][CH2:12][CH2:13][CH2:14]1.[CH2:15]([Br:16])[CH3:17].[CH:19]([CH3:20])([CH2:21][CH3:22])[O:23][C:24]([CH:25]=[CH:26][CH3:27])=[O:28].[Cl-:29].[Cl-:30].[I:18].[Mg:1].[NH4+:31].[O:32]1[CH2:33][CH2:34][CH2:35][CH2:36]1>>[CH2:3]([CH2:4][CH2:5][CH2:6][CH2:7][O:8][CH:9]1[O:10][CH2:11][CH2:12][CH2:13][CH2:14]1)[CH:26]([CH2:25][C:24]([O:23][CH:19]([CH3:20])[CH2:21][CH3:22])=[O:28])[CH3:27]. Starting materials: C1(=CC=CC=C1)SCC(CN)O (3-phenylthio-2-hydroxypropylamine), O=C(COC1=CC=C(CC2C(NC(S2)=O)=O)C=C1)C (5-[4-(2-oxopropoxy)benzyl]thiazolidine-2,4-dione), C(#N)[BH3-].[Na+] (sodium cyanoborohydride). Run in CO (methanol). Yields the product C1(=CC=CC=C1)SCC(CNC(COC1=CC=C(CC2C(NC(S2)=O)=O)C=C1)C)O (5-{4-[2-(3-Phenylthio-2-hydroxypropylamino)-propoxy]benzyl}thiazolidine-2,4-dione). Isolated yield 36.3%. As a reaction SMILES: [C:1]1([S:7][CH2:8][CH:9]([OH:12])[CH2:10][NH2:11])[CH:6]=[CH:5][CH:4]=[CH:3][CH:2]=1.O=[C:14]([CH3:31])[CH2:15][O:16][C:17]1[CH:30]=[CH:29][C:20]([CH2:21][CH:22]2[S:26][C:25](=[O:27])[NH:24][C:23]2=[O:28])=[CH:19][CH:18]=1.C([BH3-])#N.[Na+]>CO>[C:1]1([S:7][CH2:8][CH:9]([OH:12])[CH2:10][NH:11][CH:14]([CH3:31])[CH2:15][O:16][C:17]2[CH:18]=[CH:19][C:20]([CH2:21][CH:22]3[S:26][C:25](=[O:27])[NH:24][C:23]3=[O:28])=[CH:29][CH:30]=2)[CH:6]=[CH:5][CH:4]=[CH:3][CH:2]=1 |f:2.3|. Procedure details: A procedure similar to that described in Example 2 was repeated, except that 2.95 g of 3-phenylthio-2-hydroxypropylamine (prepared as described in Preparation 87), 3 g of 5-[4-(2-oxopropoxy)benzyl]thiazolidine-2,4-dione, 1.0 g of sodium cyanoborohydride and 100 ml of anhydrous methanol were used, to give 1.74 g of the title compound, melting at 176° C. to 177° C. Reactants: S(O)(O)(=O)=O (sulfuric acid), NC(C#N)C1=C(C=C(C=C1)Cl)Cl (2-amino-2-(2,4-dichlorophenyl)acetonitrile), O.N (ammonia water). Solvent: O (water). Run at time 3 hour. Yields the product NC(C(=O)N)C1=C(C=C(C=C1)Cl)Cl (2-amino-2-(2,4-dichlorophenyl)acetamide). Isolated yield 57.0%. RXN SMILES: S(=O)(=O)(O)O.[NH2:6][CH:7]([C:10]1[CH:15]=[CH:14][C:13]([Cl:16])=[CH:12][C:11]=1[Cl:17])[C:8]#[N:9].[OH2:18].N>O>[NH2:6][CH:7]([C:10]1[CH:15]=[CH:14][C:13]([Cl:16])=[CH:12][C:11]=1[Cl:17])[C:8]([NH2:9])=[O:18] |f:2.3|. Procedure: Then, 11.2 g of concentrated sulfuric acid was added to 0.54 g of water, to which 10.1 g of 2-amino-2-(2,4-dichlorophenyl)acetonitrile was added under ice cooling, and the mixture was heated at 50° to 60° C. under stirring for 3 hours. After completion of the reaction, the reaction mixture was poured into 30 ml of concentrated ammonia water cooled with ice in such a manner that the temperature of the solution became not higher than 20° C. The precipitated crystals were collected by filtration, a... Starting materials: C1(=CC(=CC=C1)C)C (m-xylene), C(C(C)C)(=O)Cl (isobutyryl chloride), [Cl-].[Al+3].[Cl-].[Cl-] (Aluminium chloride). Solvent: ClCCl (dichloromethane), ClCCl (dichloromethane). Conditions: temperature 0 celsius, time 1 hour. Product: CC(C(=O)C1=C(C=C(C=C1)C)C)C (2,2′,4′-trimethylpropiophenone). Reaction SMILES: [Cl-].[Al+3].[Cl-].[Cl-].[C:5]1([CH3:12])[CH:10]=[CH:9][CH:8]=[C:7]([CH3:11])[CH:6]=1.[C:13](Cl)(=[O:17])[CH:14]([CH3:16])[CH3:15]>ClCCl>[CH3:15][CH:14]([CH3:16])[C:13]([C:10]1[CH:9]=[CH:8][C:7]([CH3:11])=[CH:6][C:5]=1[CH3:12])=[O:17] |f:0.1.2.3|. Procedure: Aluminium chloride (28.0 g, 0.21 mole) was suspended in 200 ml of anhydrous dichloromethane and cooled to 0° C. A solution of m-xylene (21.2 g, 0.2 mole) and isobutyryl chloride (21.3 g, 0.20 mole) in 50 ml of anhydrous dichloromethane was slowly added to this suspension. After the addition was completed, the reaction mixture was stirred at 0° C. for 1 h. The reactants are FC1=CC=C(C(=O)C2=CC=C(OCCCC#CC3=CC=C(C=C3)C[C@@H](C(=O)O)OC)C=C2)C=C1 ((2S)-3-(4-{5-[4-(4-Fluoro-benzoyl)-phenoxy]-pent-1-ynyl}-phenyl)-2-methoxy-propionic acid), NO (Hydroxylamine). Solvent: C(C)O (Ethanol). Run at time 8 hour. The product is FC1=CC=C(C=C1)C(C1=CC=C(OCCCC#CC2=CC=C(C=C2)C[C@@H](C(=O)O)OC)C=C1)=NO ((2S)-3-[4-(5-{4-[(4-Fluoro-phenyl)-hydroxyimino-methyl]-phenoxy}-pent-1-ynyl)-phenyl]-2-methoxy-propionic acid). RXN SMILES: [F:1][C:2]1[CH:34]=[CH:33][C:5]([C:6]([C:8]2[CH:32]=[CH:31][C:11]([O:12][CH2:13][CH2:14][CH2:15][C:16]#[C:17][C:18]3[CH:23]=[CH:22][C:21]([CH2:24][C@H:25]([O:29][CH3:30])[C:26]([OH:28])=[O:27])=[CH:20][CH:19]=3)=[CH:10][CH:9]=2)=O)=[CH:4][CH:3]=1.[NH2:35][OH:36]>C(O)C>[F:1][C:2]1[CH:34]=[CH:33][C:5]([C:6](=[N:35][OH:36])[C:8]2[CH:32]=[CH:31][C:11]([O:12][CH2:13][CH2:14][CH2:15][C:16]#[C:17][C:18]3[CH:23]=[CH:22][C:21]([CH2:24][C@H:25]([O:29][CH3:30])[C:26]([OH:28])=[O:27])=[CH:20][CH:19]=3)=[CH:10][CH:9]=2)=[CH:4][CH:3]=1. Procedure details: (2S)-3-(4-{5-[4-(4-Fluoro-benzoyl)-phenoxy]-pent-1-ynyl}-phenyl)-2-methoxy-propionic acid from Example 25 (1 eq) was mixed with Hydroxylamine chlorydrate (4 eq), pyrydine (10 eq) and Ethanol (2 ml) and the mixture reaction was stirred overnight. The ethanol was evaporated under vacuo and HCl 0.5% was added to the residue to pH=3. Extracted with Ethyl Acetate and concentrated to give the title product as a mixture of two oximes. MS(ES) for C28H26FNO5 [M+H]+: 476.2, [M−H]−: 474.2. Reactants: Oc1ccc(Cl)cc1Br, O=C([O-])[O-], CC(C)=O, CI, [K+], [K+], O. The product is COc1ccc(Cl)cc1Br. Reaction SMILES: [Br:1][c:2]1[c:3]([OH:9])[cH:4][cH:5][c:6]([Cl:8])[cH:7]1.[C:12](=[O:13])([O-:14])[O-:15].[CH3:19][C:20](=[O:21])[CH3:22].[I:10][CH3:11].[K+:16].[K+:17].[OH2:18]>>[Br:1][c:2]1[c:3]([O:9][CH3:12])[cH:4][cH:5][c:6]([Cl:8])[cH:7]1. The reactants are N#Cc1cn(COC(CO)CO)c2ncnc(N)c12, S. Product: NC(=S)c1cn(COC(CO)CO)c2ncnc(N)c12. As a reaction SMILES: [NH2:2][c:3]1[c:4]2[c:5]([n:6][cH:7][n:8]1)[n:9]([CH2:14][O:15][CH:16]([CH2:17][OH:18])[CH2:19][OH:20])[cH:10][c:11]2[C:12]#[N:13].[SH2:1]>>[S:1]=[C:12]([c:11]1[c:4]2[c:3]([NH2:2])[n:8][cH:7][n:6][c:5]2[n:9]([CH2:14][O:15][CH:16]([CH2:17][OH:18])[CH2:19][OH:20])[cH:10]1)[NH2:13].